The task is: describe an organic reaction: reactants, conditions, products, and yield. This data is from the Open Reaction Database (ORD), a public repository of structured organic reaction records. The reactants are ClC1=CC=CC(=C1C(=O)OC)S(=O)(=O)N (methyl 6-chloro-2-aminosulfonylbenzoate), [OH-].[Na+] (sodium hydroxide). Run in O (water). Run at temperature 25 celsius, time 30 minute. The product is ClC1=CC=CC2=C1C(NS2(=O)=O)=O (4-Chloro-1,2-benzisothiazol-3-one-1,1-dioxide). Reaction SMILES: [Cl:1][C:2]1[C:7]([C:8](OC)=[O:9])=[C:6]([S:12]([NH2:15])(=[O:14])=[O:13])[CH:5]=[CH:4][CH:3]=1.[OH-].[Na+]>O>[Cl:1][C:2]1[C:7]2[C:8](=[O:9])[NH:15][S:12](=[O:14])(=[O:13])[C:6]=2[CH:5]=[CH:4][CH:3]=1 |f:1.2|. Procedure details: 504 g (2.02 mol) of methyl 6-chloro-2-aminosulfonylbenzoate was added in portions to a solution of 80 g (2.0 mol) of sodium hydroxide in 2.5 liters of water; the temperature rose from 25° C. to 50° C. After 30 minutes at this temperature, the mixture was cooled to 25° C. and extracted with methyl tert-butyl ether, and the aqueous phase was stirred into 2N hydrochloric acid. The precipitate was isolated, washed with water and dried. There was obtained 330 g (75.8% of theory) of the title compound... The reactants are [BH4-], CO, [Na+], O=C(Cc1cccc(OCc2ccccc2)c1)c1ccco1. The product is OC(Cc1cccc(OCc2ccccc2)c1)c1ccco1. As a reaction SMILES: [BH4-:23].[CH3:25][OH:26].[Na+:24].[o:1]1[c:2]([C:6]([CH2:7][c:8]2[cH:9][c:10]([O:14][CH2:15][c:16]3[cH:17][cH:18][cH:19][cH:20][cH:21]3)[cH:11][cH:12][cH:13]2)=[O:22])[cH:3][cH:4][cH:5]1>>[o:1]1[c:2]([CH:6]([CH2:7][c:8]2[cH:9][c:10]([O:14][CH2:15][c:16]3[cH:17][cH:18][cH:19][cH:20][cH:21]3)[cH:11][cH:12][cH:13]2)[OH:22])[cH:3][cH:4][cH:5]1.